Dataset: the Open Reaction Database (ORD), a public repository of structured organic reaction records. Task: describe an organic reaction: reactants, conditions, products, and yield The reactants are CS(C)=O, [Cl-], N#Cc1cc(C(F)(F)F)cc(Cl)n1, [F-], [K+], [NH4+]. Yields the product N#Cc1cc(C(F)(F)F)cc(F)n1. Reaction SMILES: [CH3:18][S:19](=[O:20])[CH3:21].[Cl-:16].[Cl:1][c:2]1[n:3][c:4]([C:12]#[N:13])[cH:5][c:6]([C:8]([F:9])([F:10])[F:11])[cH:7]1.[F-:14].[K+:15].[NH4+:17]>>[c:2]1([F:14])[n:3][c:4]([C:12]#[N:13])[cH:5][c:6]([C:8]([F:9])([F:10])[F:11])[cH:7]1.